This data is from the Open Reaction Database (ORD), a public repository of structured organic reaction records. The task is: describe an organic reaction: reactants, conditions, products, and yield Reactants: COC1=CC=C(C=C1)C1=NC=2C(=NC=CC2)N1CC(=O)O (2-(4-methoxyphenyl)-3H-imidazo[4,5-b]pyridine-3-acetic acid), C(=O)(N1C=NC=C1)N1C=NC=C1 (1,1'-carbonyldiimidazole), C(C)NCC (diethylamine). Solvent: O1CCCC1 (tetrahydrofuran). Run at time 3 hour. The product is O.C(C)N(C(CN1C(=NC=2C1=NC=CC2)C2=CC=C(C=C2)OC)=O)CC (N,N-Diethyl-2-(4-methoxyphenyl)-3H-imidazo[4,5-b]pyridine-3-acetamide hydrate). Reaction SMILES: [CH3:1][O:2][C:3]1[CH:8]=[CH:7][C:6]([C:9]2[N:17]([CH2:18][C:19](O)=[O:20])[C:12]3=[N:13][CH:14]=[CH:15][CH:16]=[C:11]3[N:10]=2)=[CH:5][CH:4]=1.C(N1C=CN=C1)(N1C=CN=C1)=O.[CH2:34]([NH:36][CH2:37][CH3:38])[CH3:35]>O1CCCC1>[OH2:2].[CH2:34]([N:36]([CH2:37][CH3:38])[C:19](=[O:20])[CH2:18][N:17]1[C:12]2=[N:13][CH:14]=[CH:15][CH:16]=[C:11]2[N:10]=[C:9]1[C:6]1[CH:5]=[CH:4][C:3]([O:2][CH3:1])=[CH:8][CH:7]=1)[CH3:35] |f:4.5|. Procedure details: Under nitrogen bubbling, a mixture of 2-(4-methoxyphenyl)-3H-imidazo[4,5-b]pyridine-3-acetic acid (4.2 g, 0.015 mole) and 1,1'-carbonyldiimidazole (2.43 g, 0.015 mole) in 150 ml of tetrahydrofuran was stirred at room temperature for 3 hrs. The diethylamine (2.19 g, 0.03 mole) was added and the reaction mixture was allowed to stir at room temperature overnight, then heated at reflux for 3 hrs. The tetrahydrofuran was evaporated to dryness. The residue was treated with hot water, filtered through ... Reactants: ClC1=CC=C(S1)C(=O)Cl (5-chlorothiophene-2-carbonyl chloride), C(O)([O-])=O.[Na+] (sodium hydrogencarbonate), Cl.NC[C@@H](CO)O ((2S)-3-aminopropane-1,2-diol hydrochloride), CC1OCCC1 (2-methyltetrahydrofuran). Run in C1(=CC=CC=C1)C (toluene), O (water). Reaction conditions: temperature 16.5 celsius. Yields the product O[C@@H](CNC(=O)C=1SC(=CC1)Cl)CO (N-((S)-2,3-Dihydroxypropyl)-5-chlorothiophene-2-carboxamide). As a reaction SMILES: C(=O)([O-])O.[Na+].Cl.[NH2:7][CH2:8][C@H:9]([OH:12])[CH2:10][OH:11].CC1CCCO1.[Cl:19][C:20]1[S:24][C:23]([C:25](Cl)=[O:26])=[CH:22][CH:21]=1>O.C1(C)C=CC=CC=1>[OH:12][C@H:9]([CH2:10][OH:11])[CH2:8][NH:7][C:25]([C:23]1[S:24][C:20]([Cl:19])=[CH:21][CH:22]=1)=[O:26] |f:0.1,2.3|. Procedure details: 461 g of sodium hydrogencarbonate and 350 g of (2S)-3-aminopropane-1,2-diol hydrochloride (VII) (commercially available) are initially charged at from 13 to 15° C. in 2.1 l of water and admixed with 950 ml of 2-methyltetrahydrofuran. 535.3 g of 5-chlorothiophene-2-carbonyl chloride (approx. 93%) in 180 ml of toluene are added dropwise to this mixture with cooling at from 15 to 18° C. over a period of two hours. For workup, the phases are separated and the organic phase is admixed in several step...